describe an organic reaction: reactants, conditions, products, and yield From a dataset of the Open Reaction Database (ORD), a public repository of structured organic reaction records. Reactants: OCc1cccc(Br)n1, ClC(Cl)Cl, O=S(Cl)Cl. Product: ClCc1cccc(Br)n1. Reaction SMILES: [Br:1][c:2]1[n:3][c:4]([CH2:8][OH:9])[cH:5][cH:6][cH:7]1.[CH:14]([Cl:15])([Cl:16])[Cl:17].[S:10]([Cl:11])([Cl:12])=[O:13]>>[Br:1][c:2]1[n:3][c:4]([CH2:8][Cl:12])[cH:5][cH:6][cH:7]1. Reactants: CCO, CC(C)(C)n1ncc(C(=O)O)c1C=O, Cl, NO. The product is CC(C)(C)n1ncc(C(=O)O)c1C=NO. RXN SMILES: [CH3:18][CH2:19][OH:20].[CH:4](=[O:5])[c:6]1[c:7]([C:15](=[O:16])[OH:17])[cH:8][n:9][n:10]1[C:11]([CH3:12])([CH3:13])[CH3:14].[ClH:1].[NH2:2][OH:3]>>[N:2]([OH:3])=[CH:4][c:6]1[c:7]([C:15](=[O:16])[OH:17])[cH:8][n:9][n:10]1[C:11]([CH3:12])([CH3:13])[CH3:14]. Reactants: C1(=C(C=CC=C1)N)N (1,2-Phenylenediamine), C=CC(C)=C (isoprene), C1(=CC(=CC=C1)N)N (1,3-phenylenediamine), 189g. Solvent: CCCCC (pentane). The product is C1(=CC(=CC=C1)N)N.C=CC(C)=C (1,3-Phenylenediamine Isoprene). As a reaction SMILES: C1(N)C=CC=CC=1N.[C:9]1([NH2:16])[CH:14]=[CH:13][CH:12]=[C:11]([NH2:15])[CH:10]=1.[CH2:17]=[CH:18][C:19](=[CH2:21])[CH3:20]>CCCCC>[C:9]1([NH2:16])[CH:14]=[CH:13][CH:12]=[C:11]([NH2:15])[CH:10]=1.[CH2:17]=[CH:18][C:19](=[CH2:20])[CH3:21] |f:4.5|. Reported procedure: A 200g (1.85 mol) portion of 1,3-phenylenediamine was alkenylated with 189g (2.77 mol) of isoprene in the same manner as shown in example 10. Product analysis by gas chromatography on isoprene and pentane free sample afforded the following assay. The product is CON(O)C(C1=C(C=CC=C1)C(F)(F)F)=O (N-methoxy-2-trifluoromethylbenzhydroxamic Acid). The solvent is ice water. Procedure: To a stirred solution of 25 g (0.30 mole) methoxyamine hydrochloride (NH2OCH3 :HCl) and 43 g (0.31 moles) potassium carbonate in about 200 ml ice water, 50 g (0.259 moles) of 2-trifluoromethyl-benzoylchloride were added at a slow to moderate dropping rate. The reaction mixture was stirred overnight. The mixture was suction-filtered and the residue, the crude product, was dried in a vacuum oven. The crude product was then washed with hexane (about 100 ml) and diethylether (about 2 to 3 ml), as an... Run at time 8 hour. The reactants are Cl.CON (methoxyamine hydrochloride), C([O-])([O-])=O.[K+].[K+] (potassium carbonate), FC(C1=C(C(=O)Cl)C=CC=C1)(F)F (2-trifluoromethyl-benzoylchloride). Reaction SMILES: Cl.[CH3:2][O:3][NH2:4].C(=O)([O-])[O-:6].[K+].[K+].[F:11][C:12]([F:23])([F:22])[C:13]1[CH:21]=[CH:20][CH:19]=[CH:18][C:14]=1[C:15](Cl)=[O:16]>>[CH3:2][O:3][N:4]([C:15](=[O:16])[C:14]1[CH:18]=[CH:19][CH:20]=[CH:21][C:13]=1[C:12]([F:23])([F:22])[F:11])[OH:6] |f:0.1,2.3.4|. Starting materials: O=C1c2ccccc2C(=O)N1CCCBr, O=C([O-])[O-], CN(C)C=O, [Cs+], [Cs+], O, Oc1ccc2c(-c3c(-c4ccccn4)nn4c3CCC4)ccnc2c1. Yields the product O=C1c2ccccc2C(=O)N1CCCOc1ccc2c(-c3c(-c4ccccn4)nn4c3CCC4)ccnc2c1. Reaction SMILES: [Br:26][CH2:27][CH2:28][CH2:29][N:30]1[C:31](=[O:40])[c:32]2[c:33]([cH:36][cH:37][cH:38][cH:39]2)[C:34]1=[O:35].[C:41](=[O:42])([O-:43])[O-:44].[CH3:47][N:48]([CH3:49])[CH:50]=[O:51].[Cs+:45].[Cs+:46].[OH2:52].[n:1]1[c:2](-[c:7]2[c:8](-[c:15]3[cH:16][cH:17][n:18][c:19]4[cH:20][c:21]([OH:25])[cH:22][cH:23][c:24]34)[c:9]3[n:10]([n:11]2)[CH2:12][CH2:13][CH2:14]3)[cH:3][cH:4][cH:5][cH:6]1>>[n:1]1[c:2](-[c:7]2[c:8](-[c:15]3[cH:16][cH:17][n:18][c:19]4[cH:20][c:21]([O:25][CH2:27][CH2:28][CH2:29][N:30]5[C:31](=[O:40])[c:32]6[c:33]([cH:36][cH:37][cH:38][cH:39]6)[C:34]5=[O:35])[cH:22][cH:23][c:24]34)[c:9]3[n:10]([n:11]2)[CH2:12][CH2:13][CH2:14]3)[cH:3][cH:4][cH:5][cH:6]1. The reactants are [H][H] (Hydrogen), [H][H] (hydrogen), C1=CC=CC2=C1CCN1C(=N2)C=CC=C1 (11,12-dihydropyrido[2,1-b][1,3]benzodiazepine). The reagents and catalysts are [Pt]=O (Platinum oxide). Run in CO (methanol). Product: NC1=C(C=CC=C1)CCN1CCCCC1 (1-[2-(2-Aminophenyl)ethyl]piperidine). Yield: 105.7%. RXN SMILES: [CH:1]1[C:6]2[CH2:7][CH2:8][N:9]3[CH:15]=[CH:14][CH:13]=[CH:12][C:10]3=[N:11][C:5]=2[CH:4]=[CH:3][CH:2]=1.[H][H]>[Pt]=O.CO>[NH2:11][C:5]1[CH:4]=[CH:3][CH:2]=[CH:1][C:6]=1[CH2:7][CH2:8][N:9]1[CH2:15][CH2:14][CH2:13][CH2:12][CH2:10]1. Procedure: Platinum oxide catalyst (1.0 g) is added to a solution of 11,12-dihydropyrido[2,1-b][1,3]benzodiazepine (20.0 g) in methanol (550 ml). Hydrogen gas (about 50 psig) is added and hydrogen uptake is completed in about 1 and 2 hours. The catalyst is filtered off, and the filtrate is concentrated to yield 22.0 g of material that crystallizes spontaneously, melting point 36°-38° C. Recrystallization from 150 ml of pentane yields 16.0 g of the title compound, melting point 39°-41° C.